describe an organic reaction: reactants, conditions, products, and yield From a dataset of the Open Reaction Database (ORD), a public repository of structured organic reaction records. Reactants: NCc1ccccc1, CN(C)C=O, O, O=C(O)c1ccc(S)nc1. Yields the product O=C(NCc1ccccc1)c1ccc(S)nc1. As a reaction SMILES: [NH2:11][CH2:12][c:13]1[cH:14][cH:15][cH:16][cH:17][cH:18]1.[O:20]=[CH:21][N:22]([CH3:23])[CH3:24].[OH2:19].[SH:1][c:2]1[n:3][cH:4][c:5]([C:6](=[O:7])[OH:8])[cH:9][cH:10]1>>[SH:1][c:2]1[n:3][cH:4][c:5]([C:6](=[O:8])[NH:11][CH2:12][c:13]2[cH:14][cH:15][cH:16][cH:17][cH:18]2)[cH:9][cH:10]1.